Dataset: the Open Reaction Database (ORD), a public repository of structured organic reaction records. Task: describe an organic reaction: reactants, conditions, products, and yield Reactants: ClC1=NC=NC2=CC(=C(C=C12)OC)OCCCN1CCCC1 (4-chloro-6-methoxy-7-(3-pyrrolidin-1-ylpropoxy)quinazoline), NC=1C=C2C=C(NC2=CC1)C (5-amino-2-methylindole). Product: Cl.COC=1C=C2C(=NC=NC2=CC1OCCCN1CCCC1)NC=1C=C2C=C(NC2=CC1)C (6-methoxy-4-(2-methylindol-5-ylamino)-7-(3-pyrrolidin-1-ylpropoxy)quinazoline hydrochloride). Yield: 95.1%. RXN SMILES: [Cl:1][C:2]1[C:11]2[C:6](=[CH:7][C:8]([O:14][CH2:15][CH2:16][CH2:17][N:18]3[CH2:22][CH2:21][CH2:20][CH2:19]3)=[C:9]([O:12][CH3:13])[CH:10]=2)[N:5]=[CH:4][N:3]=1.[NH2:23][C:24]1[CH:25]=[C:26]2[C:30](=[CH:31][CH:32]=1)[NH:29][C:28]([CH3:33])=[CH:27]2>>[ClH:1].[CH3:13][O:12][C:9]1[CH:10]=[C:11]2[C:6](=[CH:7][C:8]=1[O:14][CH2:15][CH2:16][CH2:17][N:18]1[CH2:22][CH2:21][CH2:20][CH2:19]1)[N:5]=[CH:4][N:3]=[C:2]2[NH:23][C:24]1[CH:25]=[C:26]2[C:30](=[CH:31][CH:32]=1)[NH:29][C:28]([CH3:33])=[CH:27]2 |f:2.3|. Procedure details: Using an analogous procedure to that described in Example 38, 4-chloro-6-methoxy-7-(3-pyrrolidin-1-ylpropoxy)quinazoline (100 mg, 0.31 mmol), (prepared as described for the starting material in Example 9), was reacted with 5-amino-2-methylindole (50 mg, 0.34 mmol) to give 6-methoxy-4-(2-methylindol-5-ylamino)-7-(3-pyrrolidin-1-ylpropoxy)quinazoline hydrochloride (138 mg, 89%). Reactants: O=C1Cc2ccccc2C(=O)N1, CC(=O)OC(C)=O, CN(C)C=O, COC(OC)OC. Yields the product COC=C1C(=O)NC(=O)c2ccccc21. Reaction SMILES: [C:8]1(=[O:19])[NH:9][C:10](=[O:18])[CH2:11][c:12]2[cH:13][cH:14][cH:15][cH:16][c:17]21.[CH3:20][C:21]([O:22][C:23](=[O:24])[CH3:25])=[O:26].[CH3:27][N:28]([CH3:29])[CH:30]=[O:31].[CH:1]([O:2][CH3:3])([O:4][CH3:5])[O:6][CH3:7]>>[CH:1]([O:6][CH3:7])=[C:11]1[C:10](=[O:18])[NH:9][C:8](=[O:19])[c:17]2[c:12]1[cH:13][cH:14][cH:15][cH:16]2. The reactants are Cl (hydrochloric acid), ClC=1C=C2C(=CC(N(C2=CC1)CC1=CC=C(C=C1)Cl)=O)C (6-Chloro-1-(4-chlorobenzyl)-1,2-dihydro-4-methyl-2-oxoquinoline), [H-].[Na+] (sodium hydride), C(OCC)(OCC)=O (diethyl carbonate), CO (methanol). Product: ClC=1C=C2C(=CC(N(C2=CC1)CC1=CC=C(C=C1)Cl)=O)C(C(=O)O)C (α-[6-chloro-1-(4-chlorobenzyl)-1,2-dihydro-2-oxoquinol-4-yl]propionic acid). Isolated yield 43.0%. As a reaction SMILES: [Cl:1][C:2]1[CH:3]=[C:4]2[C:9](=[CH:10][CH:11]=1)[N:8]([CH2:12][C:13]1[CH:18]=[CH:17][C:16]([Cl:19])=[CH:15][CH:14]=1)[C:7](=[O:20])[CH:6]=[C:5]2[CH3:21].[H-].[Na+].[CH3:24]O.Cl.[C:27](=O)([O:31]CC)[O:28]CC>>[Cl:1][C:2]1[CH:3]=[C:4]2[C:9](=[CH:10][CH:11]=1)[N:8]([CH2:12][C:13]1[CH:18]=[CH:17][C:16]([Cl:19])=[CH:15][CH:14]=1)[C:7](=[O:20])[CH:6]=[C:5]2[CH:21]([CH3:24])[C:27]([OH:31])=[O:28] |f:1.2|. Procedure details: 6-Chloro-1-(4-chlorobenzyl)-1,2-dihydro-4-methyl-2-oxoquinoline (7.9 g.) was added to a suspension of sodium hydride (6.0 g., 60% w/w dispersion in oil, washed as in Example 1) in diethyl carbonate (100 ml.). The mixture was then stirred and heated under reflux for 3 hours. A small quantity of methanol was added to the cooled suspension to destroy any remaining sodium hydride, and the mixture was then poured into ether (1 l.) to give a solid which was collected and washed well with ether. This s... Reactants: CS(=O)(=O)NC1=CC=C(C=C1)C1CC(=C(C(C1)=O)C(CC)=O)O (5-(4-methanesulfonamidophenyl)-3-hydroxy-2-propionyl-2-cyclohexen-1-one), C(C=C)ON (allyloxyamine). Solvent: O1CCCC1 (tetrahydrofuran). Conditions: time 15 hour. The product is C(C=C)ON=C(CC)C=1C(CC(CC1O)C1=CC=C(C=C1)NS(=O)(=O)C)=O (2-[1-(allyloxyimino)propyl]-5-(4-methanesulfonamidophenyl)-3-hydroxy-2-cyclohexen-1-one). Isolated yield 68.8%. RXN SMILES: [CH3:1][S:2]([NH:5][C:6]1[CH:11]=[CH:10][C:9]([CH:12]2[CH2:17][C:16](=[O:18])[C:15]([C:19](=O)[CH2:20][CH3:21])=[C:14]([OH:23])[CH2:13]2)=[CH:8][CH:7]=1)(=[O:4])=[O:3].[CH2:24]([O:27][NH2:28])[CH:25]=[CH2:26]>O1CCCC1>[CH2:24]([O:27][N:28]=[C:19]([C:15]1[C:16](=[O:18])[CH2:17][CH:12]([C:9]2[CH:8]=[CH:7][C:6]([NH:5][S:2]([CH3:1])(=[O:4])=[O:3])=[CH:11][CH:10]=2)[CH2:13][C:14]=1[OH:23])[CH2:20][CH3:21])[CH:25]=[CH2:26]. Procedure: Into 10 ml of tetrahydrofuran was dissolved 1.0 g of 5-(4-methanesulfonamidophenyl)-3-hydroxy-2-propionyl-2-cyclohexen-1-one and to the solution was added 0.5 g of allyloxyamine. The mixture was kept at room temperature for 15 hours and then it was treated with similar process in Example 1. Thus, 0.8 g of the objective compound was obtained. It was colorless crystals having a melting point of 134°-135° C. Reactants: C([O-])(O)=O.[Na+] (sodium bicarbonate), NC1=NC=C(C#N)C=C1Br (6-amino-5-bromonicotinonitrile), ClC(=C[O-])C(=O)OCC.[K+] (potassium 2-chloro-3-ethoxy-3-oxoprop-1-en-1-olate), S(O)(O)(=O)=O (sulfuric acid). The solvent is C(C)O (ethanol). The product is BrC=1C=2N(C=C(C1)C#N)C(=CN2)C(=O)OCC (ethyl 8-bromo-6-cyanoimidazo[1,2-a]pyridine-3-carboxylate). Isolated yield 46.0%. As a reaction SMILES: [NH2:1][C:2]1[C:9]([Br:10])=[CH:8][C:5]([C:6]#[N:7])=[CH:4][N:3]=1.Cl[C:12]([C:15]([O:17][CH2:18][CH3:19])=[O:16])=[CH:13][O-].[K+].S(=O)(=O)(O)O.C(=O)(O)[O-].[Na+]>C(O)C>[Br:10][C:9]1[C:2]2[N:3]([C:12]([C:15]([O:17][CH2:18][CH3:19])=[O:16])=[CH:13][N:1]=2)[CH:4]=[C:5]([C:6]#[N:7])[CH:8]=1 |f:1.2,4.5|. Procedure: A mixture of 6-amino-5-bromonicotinonitrile (6.3 g), potassium 2-chloro-3-ethoxy-3-oxoprop-1-en-1-olate (15 g), sulfuric acid (2.2 mL) and ethanol (160 mL) was heated with reflux for 30 hr. To the reaction mixture was added saturated aqueous sodium bicarbonate solution, and the mixture was extracted with ethyl acetate. The extract was dried over anhydrous magnesium sulfate, and the solvent was evaporated under reduced pressure. The residue was purified by silica gel column chromatography (ethyl ... The reactants are ClC1=NC(N2C(C3=CC=C(C=C3CC2)OC)=C1)=O (2-chloro-9-methoxy-6,7-dihydro-pyrimido[6,1-a]isoquinolin-4-one), FC(C1=C(N)C=CC=C1)(F)F (2-trifluoromethyl-aniline). The product is COC=1C=C2CCN3C(C2=CC1)=CC(=NC3=O)NC3=C(C=CC=C3)C(F)(F)F (9-Methoxy-2-(2-trifluoromethyl-phenylamino)-6,7-dihydro-pyrimido[6,1-a]isoquinolin-4-one). As a reaction SMILES: Cl[C:2]1[CH:17]=[C:6]2[C:7]3[C:12]([CH2:13][CH2:14][N:5]2[C:4](=[O:18])[N:3]=1)=[CH:11][C:10]([O:15][CH3:16])=[CH:9][CH:8]=3.[F:19][C:20]([F:29])([F:28])[C:21]1[CH:27]=[CH:26][CH:25]=[CH:24][C:22]=1[NH2:23]>>[CH3:16][O:15][C:10]1[CH:11]=[C:12]2[C:7](=[CH:8][CH:9]=1)[C:6]1=[CH:17][C:2]([NH:23][C:22]3[CH:24]=[CH:25][CH:26]=[CH:27][C:21]=3[C:20]([F:19])([F:28])[F:29])=[N:3][C:4](=[O:18])[N:5]1[CH2:14][CH2:13]2. Reported procedure: The title compound was prepared from 2-chloro-9-methoxy-6,7-dihydro-pyrimido[6,1-a]isoquinolin-4-one (4) and 2-trifluoromethyl-aniline as in Example 1 d. 1H-NMR (400 MHz, d6-DMSO) δ 9.10 (br, 1H), 7.90-7.35 (5H), 6.98 (2H), 6.42 (br, 1H), 3.94 (brt, 2H), 3.83 (s, 3H) and 2.95 (t, 2H); MS (ESI) (M+H)+ 388. As a reaction SMILES: [CH3:29][CH2:30][O:31][C:32](=[O:33])[CH3:34].[Cl:13][c:14]1[c:15]([CH3:28])[n:16][n:17][c:18]([CH3:27])[c:19]1-[c:20]1[cH:21][cH:22][c:23]([Cl:26])[cH:24][cH:25]1.[H-:1].[Na+:2].[O:3]=[CH:4][N:5]([CH3:6])[CH3:7].[nH:8]1[n:9][cH:10][cH:11][cH:12]1>>[n:8]1[nH:9][cH:10][cH:11][c:12]1-[c:14]1[c:15]([CH3:28])[n:16][n:17][c:18]([CH3:27])[c:19]1-[c:20]1[cH:21][cH:22][c:23]([Cl:26])[cH:24][cH:25]1. The product is Cc1nnc(C)c(-c2cc[nH]n2)c1-c1ccc(Cl)cc1. Reactants: CCOC(C)=O, Cc1nnc(C)c(-c2ccc(Cl)cc2)c1Cl, [H-], [Na+], CN(C)C=O, c1cn[nH]c1. Yields the product O=C(O)C1CCN(C(=O)C=Cc2ccc(Sc3ccc4c(c3)OCCO4)c(Cl)c2Cl)CC1. RXN SMILES: [K+:36].[Na+:38].[O:1]1[CH2:2][CH2:3][O:4][c:5]2[c:6]1[cH:7][cH:8][c:9]([S:11][c:12]1[c:13]([Cl:34])[c:14]([Cl:33])[c:15]([CH:18]=[CH:19][C:20](=[O:21])[N:22]3[CH2:23][CH2:24][CH:25]([C:28](=[O:29])[O:30][CH2:31][CH3:32])[CH2:26][CH2:27]3)[cH:16][cH:17]1)[cH:10]2.[OH-:35].[OH-:37]>>[O:1]1[CH2:2][CH2:3][O:4][c:5]2[c:6]1[cH:7][cH:8][c:9]([S:11][c:12]1[c:13]([Cl:34])[c:14]([Cl:33])[c:15]([CH:18]=[CH:19][C:20](=[O:21])[N:22]3[CH2:23][CH2:24][CH:25]([C:28](=[O:29])[OH:30])[CH2:26][CH2:27]3)[cH:16][cH:17]1)[cH:10]2. The reactants are [K+], [Na+], CCOC(=O)C1CCN(C(=O)C=Cc2ccc(Sc3ccc4c(c3)OCCO4)c(Cl)c2Cl)CC1, [OH-], [OH-]. Procedure details: A mixture containing 1.6 g 4-acetamidobenzaldehyde, 1.5 g 1,3-dicyclopropyl-1,3-propanedione, 0.2 ml of piperidine and 0.4 ml of acetic acid in 50 ml of toluene was refluxed for 3 h by using a Dean-Stark separator. After standing over night at room temperature the crystals were filtered and washed with toluene. The product was recrystallized from ethanol. Yield 2.0 g, mp 166°-167° C. Reactants: C(C)(=O)NC1=CC=C(C=O)C=C1 (4-acetamidobenzaldehyde), C1(CC1)C(CC(=O)C1CC1)=O (1,3-dicyclopropyl-1,3-propanedione), N1CCCCC1 (piperidine), C(C)(=O)O (acetic acid). Product: C(C)(=O)NC1=CC=C(C=C1)C=C(C(=O)C1CC1)C(=O)C1CC1 (2-[(4-Acetamidophenyl)methylene]-1,3-dicyclopropyl-1,3-propanedione). RXN SMILES: [C:1]([NH:4][C:5]1[CH:12]=[CH:11][C:8]([CH:9]=O)=[CH:7][CH:6]=1)(=[O:3])[CH3:2].[CH:13]1([C:16](=[O:23])[CH2:17][C:18]([CH:20]2[CH2:22][CH2:21]2)=[O:19])[CH2:15][CH2:14]1.N1CCCCC1.C(O)(=O)C>C1(C)C=CC=CC=1>[C:1]([NH:4][C:5]1[CH:12]=[CH:11][C:8]([CH:9]=[C:17]([C:16]([CH:13]2[CH2:15][CH2:14]2)=[O:23])[C:18]([CH:20]2[CH2:22][CH2:21]2)=[O:19])=[CH:7][CH:6]=1)(=[O:3])[CH3:2]. Run in C1(=CC=CC=C1)C (toluene). Reactants: ethyl 5-(2-formyl-3-hydroxyphenoxy)-2,2-dimethylpentanonate, C(=O)C1=C(OCCCC(C(=O)OCC)(C)C)C=CC=C1OC (ethyl 5-(2-formyl-3-methoxyphenoxy)-2,2-dimethylpentanoate), [I-].[Mg+2].[I-] (magnesium iodide), Cl (hydrochloric acid). The solvent is O1CCCC1 (tetrahydrofuran), CCOCC (ether). The product is C(=O)C1=C(OCCCC(C(=O)O)(C)C)C=CC=C1O (5-(2-formyl-3-hydroxyphenoxy)-2,2-dimethylpentanoic acid), benzene petrol. RXN SMILES: [CH:1]([C:3]1[C:20]([O:21]C)=[CH:19][CH:18]=[CH:17][C:4]=1[O:5][CH2:6][CH2:7][CH2:8][C:9]([CH3:16])([CH3:15])[C:10]([O:12]CC)=[O:11])=[O:2].[I-].[Mg+2].[I-].Cl>O1CCCC1.CCOCC>[CH:1]([C:3]1[C:20]([OH:21])=[CH:19][CH:18]=[CH:17][C:4]=1[O:5][CH2:6][CH2:7][CH2:8][C:9]([CH3:15])([CH3:16])[C:10]([OH:12])=[O:11])=[O:2] |f:1.2.3|. Procedure: To a stirred solution of ethyl 5-(2-formyl-3-methoxyphenoxy)-2,2-dimethylpentanoate (6.46 g, 0.021 M) in dry tetrahydrofuran (60 ml) was added dropwise a solution of magnesium iodide (8.67 g, 0.031 M) in dry ether (130 ml). The mixture was then stirred under reflux (51/2 hr). The cooled mixture, containing ethyl 5-(2-formyl-3-hydroxyphenoxy)-2,2-dimethylpentanonate, was poured into 10% hydrochloric acid (110 ml). The organic layer was separated and the aqueous phase extracted with ethyl acetate....